Dataset: the Open Reaction Database (ORD), a public repository of structured organic reaction records. Task: describe an organic reaction: reactants, conditions, products, and yield Reactants: CCOC(=O)C1CCC2(CC1)OCCO2, CC(C)C[AlH]CC(C)C, CO, Cc1ccccc1, CCOC(C)=O, [Cl-], [Na+]. Yields the product O=CC1CCC2(CC1)OCCO2. As a reaction SMILES: [CH2:1]([O:3][C:4](=[O:2])[CH:6]1[CH2:7][CH2:8][C:9]2([O:10][CH2:11][CH2:12][O:13]2)[CH2:14][CH2:15]1)[CH3:5].[CH3:16][CH:17]([CH2:18][AlH:19][CH2:20][CH:21]([CH3:22])[CH3:23])[CH3:24].[CH3:25][OH:26].[CH3:29][c:30]1[cH:31][cH:32][cH:33][cH:34][cH:35]1.[CH3:36][CH2:37][O:38][C:39](=[O:40])[CH3:41].[Cl-:28].[Na+:27]>>[O:3]=[CH:4][CH:6]1[CH2:7][CH2:8][C:9]2([O:10][CH2:11][CH2:12][O:13]2)[CH2:14][CH2:15]1. Reactants: polyacrylate, [SiH2](O[*:2])[*:1] (polysiloxane), C[C@]12CC[C@@H]3C=4C=CC(=CC4CC[C@H]3[C@@H]1CC[C@@H]2O)O (estradiol), CC(COC(C)CO)O (dipropylene glycol), C(CCCCCCC\C=C/CCCCCCCC)O (oleyl alcohol), ethyl cellulose, CC(=O)O[C@]1(CC[C@@H]2[C@@]1(CC[C@H]3[C@H]2CCC4=CC(=O)CC[C@H]34)C)C#C (norethindrone acetate). The solvent is C(C)(=O)OCC (ethyl acetate), C(C)(C)O (isopropyl alcohol), C1(=CC=CC=C1)C (toluene). Yields the product C[C@]12CC[C@@H]3C=4C=CC(=CC4CC[C@H]3[C@@H]1CC[C@@H]2O)O.CC(=O)O[C@]1(CC[C@@H]2[C@@]1(CC[C@H]3[C@H]2CCC4=CC(=O)CC[C@H]34)C)C#C (estradiol norethindrone acetate). Reaction SMILES: [CH3:1][C@@:2]12[C@@H:18]([OH:19])[CH2:17][CH2:16][C@H:15]1[C@H:14]1[C@@H:5]([C:6]3[CH:7]=[CH:8][C:9]([OH:20])=[CH:10][C:11]=3[CH2:12][CH2:13]1)[CH2:4][CH2:3]2.[CH3:21][C:22]([O:24][C@:25]1([C:44]#[CH:45])[C@@:29]2([CH3:43])[CH2:30][CH2:31][C@@H:32]3[C@@H:42]4[C:36](=[CH:37][C:38]([CH2:40][CH2:41]4)=[O:39])[CH2:35][CH2:34][C@H:33]3[C@@H:28]2[CH2:27][CH2:26]1)=[O:23].CC(O)COC(CO)C.C(O)CCCCCCC/C=C\CCCCCCCC>C(O)(C)C.C1(C)C=CC=CC=1.C(OCC)(=O)C>[CH3:1][C@@:2]12[C@@H:18]([OH:19])[CH2:17][CH2:16][C@H:15]1[C@H:14]1[C@@H:5]([C:6]3[CH:7]=[CH:8][C:9]([OH:20])=[CH:10][C:11]=3[CH2:12][CH2:13]1)[CH2:4][CH2:3]2.[CH3:21][C:22]([O:24][C@:25]1([C:44]#[CH:45])[C@@:29]2([CH3:43])[CH2:30][CH2:31][C@@H:32]3[C@@H:42]4[C:36](=[CH:37][C:38]([CH2:40][CH2:41]4)=[O:39])[CH2:35][CH2:34][C@H:33]3[C@@H:28]2[CH2:27][CH2:26]1)=[O:23] |f:7.8|. Procedure: An estradiol/norethindrone acetate pressure-sensitive adhesive matrix composition was prepared by combining 0.7 parts of estradiol and 3.0 parts of norethindrone acetate along with 3.0 parts of ethyl cellulose (Ethocele® 10, Dow Chemical Corp., Midland, Mich.) in 30.0 parts ethyl acetate, 15.0 parts of toluene and 10.0 parts isopropyl alcohol. Then 12.2 parts of a polyacrylate adhesive (DURO-TAIE® 87-2510; National Starch Company, Bridgewater, N.J.) and 109.2 parts of a polysiloxane adhesive (BI... Starting materials: OC=1C(=C2CCC(OC2=C(C1C)C)(C(=O)O)C)C (6-hydroxy-2,5,7,8-tetramethylchroman-2-carboxylic acid), C1CCC(CC1)N=C=NC2CCCCC2 (DCC), NC=1C=NC2=C(C=C(C=C2C1C1=C(C=CC=C1)Cl)C)C (3-amino-4-(2-chlorophenyl)-6,8-dimethylquinoline). The solvent is ClCCl (dichloromethane). Reaction conditions: temperature 0 celsius. Yields the product ClC1=C(C=CC=C1)C1=C(C=NC2=C(C=C(C=C12)C)C)NC(=O)C1(OC2=C(C(=C(C(=C2CC1)C)O)C)C)C (4-(2-chlorophenyl)-3-(6-hydroxy-2,5,7,8-tetramethylchroman-2-ylcarbonyl)amino-6,8-dimethylquinoline). Isolated yield 18.0%. Reaction SMILES: [OH:1][C:2]1[C:3]([CH3:18])=[C:4]2[C:9](=[C:10]([CH3:13])[C:11]=1[CH3:12])[O:8][C:7]([CH3:17])([C:14](O)=[O:15])[CH2:6][CH2:5]2.C1CCC(N=C=NC2CCCCC2)CC1.[NH2:34][C:35]1[CH:36]=[N:37][C:38]2[C:43]([C:44]=1[C:45]1[CH:50]=[CH:49][CH:48]=[CH:47][C:46]=1[Cl:51])=[CH:42][C:41]([CH3:52])=[CH:40][C:39]=2[CH3:53]>ClCCl>[Cl:51][C:46]1[CH:47]=[CH:48][CH:49]=[CH:50][C:45]=1[C:44]1[C:43]2[C:38](=[C:39]([CH3:53])[CH:40]=[C:41]([CH3:52])[CH:42]=2)[N:37]=[CH:36][C:35]=1[NH:34][C:14]([C:7]1([CH3:17])[CH2:6][CH2:5][C:4]2[C:9](=[C:10]([CH3:13])[C:11]([CH3:12])=[C:2]([OH:1])[C:3]=2[CH3:18])[O:8]1)=[O:15]. Procedure details: To a solution of 6-hydroxy-2,5,7,8-tetramethylchroman-2-carboxylic acid (1.34 g) in dichloromethane (100 ml) was dropwise added DCC (945 mg) under stirring at a temperature of 0° C. The mixture was stirred at 0° C. for 15 minutes, and 3-amino-4-(2-chlorophenyl)-6,8-dimethylquinoline (1.04 g) was added thereto. Thus resulting mixture was further stirred at 0° C. for an hour and at room temperature for one night. The reaction mixture was filtered and the filtrate was concentrated. The residue was ...